Dataset: the Open Reaction Database (ORD), a public repository of structured organic reaction records. Task: describe an organic reaction: reactants, conditions, products, and yield The reactants are [BH4-], CON(C)C(=O)C1(C(F)(F)F)CCC(=O)CC1, CCO, [Na+], O. Yields the product CON(C)C(=O)C1(C(F)(F)F)CCC(O)CC1. RXN SMILES: [BH4-:18].[CH3:1][O:2][N:3]([C:4](=[O:5])[C:6]1([C:13]([F:14])([F:15])[F:16])[CH2:7][CH2:8][C:9](=[O:12])[CH2:10][CH2:11]1)[CH3:17].[CH3:21][CH2:22][OH:23].[Na+:19].[OH2:20]>>[CH3:1][O:2][N:3]([C:4](=[O:5])[C:6]1([C:13]([F:14])([F:15])[F:16])[CH2:7][CH2:8][CH:9]([OH:12])[CH2:10][CH2:11]1)[CH3:17].